Task: describe an organic reaction: reactants, conditions, products, and yield. Dataset: the Open Reaction Database (ORD), a public repository of structured organic reaction records The reactants are CCO, CCOC(=O)c1cn(C)nc1I, [K+], [OH-], O. The product is Cn1cc(C(=O)O)c(I)n1. RXN SMILES: [CH3:15][CH2:16][OH:17].[I:1][c:2]1[n:3][n:4]([CH3:12])[cH:5][c:6]1[C:7](=[O:8])[O:9][CH2:10][CH3:11].[K+:14].[OH-:13].[OH2:18]>>[I:1][c:2]1[n:3][n:4]([CH3:12])[cH:5][c:6]1[C:7](=[O:8])[OH:9]. The reactants are O=C([O-])[O-], COC(=O)c1ccc2c(C3CCCCC3)c(Br)[nH]c2c1, COc1ccc(B(O)O)c(CO[Si](C(C)C)(C(C)C)C(C)C)c1, [Na+], [Na+], C1COCCO1, Cl[Pd]Cl, c1ccc(P(c2ccccc2)c2ccccc2)cc1, c1ccc(P(c2ccccc2)c2ccccc2)cc1, COC(=O)c1ccc2cc[nH]c2c1. The product is COC(=O)c1ccc2c(C3CCCCC3)c(-c3ccc(OC)cc3CO[Si](C(C)C)(C(C)C)C(C)C)[nH]c2c1. Reaction SMILES: [C:57](=[O:58])([O-:59])[O-:60].[CH3:1][O:2][C:3](=[O:4])[c:5]1[cH:6][cH:7][c:8]2[c:9]([CH:15]3[CH2:16][CH2:17][CH2:18][CH2:19][CH2:20]3)[c:10]([Br:14])[nH:11][c:12]2[cH:13]1.[CH3:34][O:35][c:36]1[cH:37][c:38]([CH2:45][O:46][Si:47]([CH:48]([CH3:49])[CH3:50])([CH:51]([CH3:52])[CH3:53])[CH:54]([CH3:55])[CH3:56])[c:39]([B:42]([OH:43])[OH:44])[cH:40][cH:41]1.[Na+:61].[Na+:62].[O:63]1[CH2:64][CH2:65][O:66][CH2:67][CH2:68]1.[Pd:69]([Cl:70])[Cl:71].[c:72]1([P:73]([c:74]2[cH:75][cH:76][cH:77][cH:78][cH:79]2)[c:80]2[cH:81][cH:82][cH:83][cH:84][cH:85]2)[cH:86][cH:87][cH:88][cH:89][cH:90]1.[c:91]1([P:92]([c:93]2[cH:94][cH:95][cH:96][cH:97][cH:98]2)[c:99]2[cH:100][cH:101][cH:102][cH:103][cH:104]2)[cH:105][cH:106][cH:107][cH:108][cH:109]1.[nH:21]1[c:22]2[c:23]([cH:24][cH:25][c:26]([C:27]([O:28][CH3:29])=[O:30])[cH:31]2)[cH:32][cH:33]1>>[CH3:1][O:2][C:3](=[O:4])[c:5]1[cH:6][cH:7][c:8]2[c:9]([CH:15]3[CH2:16][CH2:17][CH2:18][CH2:19][CH2:20]3)[c:10](-[c:39]3[c:38]([CH2:45][O:46][Si:47]([CH:48]([CH3:49])[CH3:50])([CH:51]([CH3:52])[CH3:53])[CH:54]([CH3:55])[CH3:56])[cH:37][c:36]([O:35][CH3:34])[cH:41][cH:40]3)[nH:11][c:12]2[cH:13]1. Reactants: COC(C[C@H](CCl)O)=O ((3R)-4-Chloro-3-hydroxybutyric acid methylester), CN(C)C (trimethylamine). Product: O[C@@H](C[N+](C)(C)C)CC([O-])=O (L-carnitine). Yield: 32.0%. RXN SMILES: C[O:2][C:3](=[O:9])[CH2:4][C@@H:5]([OH:8])[CH2:6]Cl.[CH3:10][N:11]([CH3:13])[CH3:12]>>[OH:8][C@H:5]([CH2:4][C:3](=[O:9])[O-:2])[CH2:6][N+:11]([CH3:13])([CH3:12])[CH3:10]. Procedure details: An amount of 100 g of (3R)-4-chloro-3-hydroxybutyrylamide of L-tyrosine methylester is submitted to methanolysis under the same operating conditions as reported in Example 2. An amount is obtained of 20 g (70%) of (3R)-4-chloro-3-hydroxybutyric acid methylester with [α]D20 =-23° (c=1.5 in CHCL3). (3R)-4-Chloro-3-hydroxybutyric acid methylester is treated with trimethylamine and L-carnitine is obtained (yield 32%). Reported procedure: The title compound was prepared by a procedure similar to that described for D4 starting from 4-fluoro-3-(trifluoromethyl)benzaldehyde and 2-fluoro-4-hydroxybenzonitrile. Product: FC1=C(C#N)C=CC(=C1)OC1=C(C=C(C=C1)C=O)C(F)(F)F (2-fluoro-4-(4-formyl-2-(trifluoromethyl)phenoxy)benzonitrile). Reactants: D4, FC1=C(C=C(C=O)C=C1)C(F)(F)F (4-fluoro-3-(trifluoromethyl)benzaldehyde), FC1=C(C#N)C=CC(=C1)O (2-fluoro-4-hydroxybenzonitrile). Reaction SMILES: F[C:2]1[CH:9]=[CH:8][C:5]([CH:6]=[O:7])=[CH:4][C:3]=1[C:10]([F:13])([F:12])[F:11].[F:14][C:15]1[CH:22]=[C:21]([OH:23])[CH:20]=[CH:19][C:16]=1[C:17]#[N:18]>>[F:14][C:15]1[CH:22]=[C:21]([O:23][C:2]2[CH:9]=[CH:8][C:5]([CH:6]=[O:7])=[CH:4][C:3]=2[C:10]([F:13])([F:12])[F:11])[CH:20]=[CH:19][C:16]=1[C:17]#[N:18]. Reaction SMILES: [Cl:1][C:2]1[CH:7]=[C:6]([CH2:8][CH2:9][NH:10][C:11]2[N:16]=[C:15]([C:17]3[CH:22]=[CH:21][CH:20]=[C:19]([CH2:23][NH:24][CH:25]([CH3:27])[CH3:26])[CH:18]=3)[CH:14]=[CH:13][N:12]=2)[CH:5]=[CH:4][C:3]=1[OH:28].[CH3:29][C:30]1[C:35]([C:36](O)=[O:37])=[CH:34][N:33]=[CH:32][CH:31]=1>>[Cl:1][C:2]1[CH:7]=[C:6]([CH2:8][CH2:9][NH:10][C:11]2[N:16]=[C:15]([C:17]3[CH:18]=[C:19]([CH:20]=[CH:21][CH:22]=3)[CH2:23][N:24]([CH:25]([CH3:26])[CH3:27])[C:36](=[O:37])[C:35]3[C:30]([CH3:29])=[CH:31][CH:32]=[N:33][CH:34]=3)[CH:14]=[CH:13][N:12]=2)[CH:5]=[CH:4][C:3]=1[OH:28]. Product: ClC=1C=C(C=CC1O)CCNC1=NC=CC(=N1)C=1C=C(CN(C(C2=CN=CC=C2C)=O)C(C)C)C=CC1 (N-(3-{2-[2-(3-Chloro-4-hydroxy-phenyl)-ethylamino]-pyrimidin-4-yl}-benzyl)-N-isopropyl-4-methyl-nicotinamide). Reported procedure: 2-Chloro-4-(2-{4-[3-(isopropylamino-methyl)-phenyl]-pyrimidin-2-ylamino}-ethyl)-phenol (compound 132) was coupled with 4-methyl-nicotinic acid following procedure D2. LC-MS showed the product had the expected M+H+ of 516. 1H NMR (Varian 300 MHz, CDCl3, shifts relative to the solvent peak at 7.24 ppm) δ 9.3 (s, 1H)) 8.6 (s, 1H) 8.5 (s, 1H) 8.3 (d, 1H) 8.1 (s, 1H) 7.9 (d, 1H) 7.5 (m, 1H) 7.4 (m, 2H) 7.2 (m, 3H) 6.9 (d, 1H) 5.6 (s, br, 1H) 3.9 (s, 2H) 3.7 (m, 2H) 3.0 (d, 1H) 2.9 (m, 2H) 2.7 (s, 3H)... Starting materials: ClC1=C(C=CC(=C1)CCNC1=NC=CC(=N1)C1=CC(=CC=C1)CNC(C)C)O (2-Chloro-4-(2-{4-[3-(isopropylamino-methyl)-phenyl]-pyrimidin-2-ylamino}-ethyl)-phenol), 516, ClC1=C(C=CC(=C1)CCNC1=NC=CC(=N1)C1=CC(=CC=C1)CNC(C)C)O (2-Chloro-4-(2-{4-[3-(isopropylamino-methyl)-phenyl]-pyrimidin-2-ylamino}-ethyl)-phenol), CC1=CC=NC=C1C(=O)O (4-methyl-nicotinic acid). The reactants are FC1=CC=C(C(=O)N)C=C1 (4-fluorobenzamide), ClC(C=O)(C)Cl (2,2-dichloropropionaldehyde), N1N=NC2=C1C=CC=C2 (benzotriazole), C1(=CC=C(C=C1)S(=O)(=O)O)C (p-toluenesulfonic acid). Yields the product N1(N=NC2=C1C=CC=C2)C(C(C)(Cl)Cl)NC(C2=CC=C(C=C2)F)=O (N-[1-(1H-1,2,3-benzotriazol-1-yl)-2,2-dichloropropyl]-4-fluorobenzamide). Reaction SMILES: [F:1][C:2]1[CH:10]=[CH:9][C:5]([C:6]([NH2:8])=[O:7])=[CH:4][CH:3]=1.[Cl:11][C:12]([Cl:16])([CH3:15])[CH:13]=O.[NH:17]1[C:21]2[CH:22]=[CH:23][CH:24]=[CH:25][C:20]=2[N:19]=[N:18]1.C1(C)C=CC(S(O)(=O)=O)=CC=1>>[N:17]1([CH:13]([NH:8][C:6](=[O:7])[C:5]2[CH:9]=[CH:10][C:2]([F:1])=[CH:3][CH:4]=2)[C:12]([Cl:16])([Cl:11])[CH3:15])[C:21]2[CH:22]=[CH:23][CH:24]=[CH:25][C:20]=2[N:19]=[N:18]1. Procedure details: A suspension of 4-fluorobenzamide, 2,2-dichloropropionaldehyde, benzotriazole, and p-toluenesulfonic acid was processed as described in Example 53A to provide the desired product.